This data is from the Open Reaction Database (ORD), a public repository of structured organic reaction records. The task is: describe an organic reaction: reactants, conditions, products, and yield The reactants are CCCOc1nc(Br)c(C=O)[nH]1, CC(C)(C)OC(=O)c1ccccc1-c1ccc(CBr)cc1F, O=C([O-])[O-], [K+], [K+], CN(C)C=O, O. Product: CCCOc1nc(Br)c(C=O)n1Cc1ccc(-c2ccccc2C(=O)OC(C)(C)C)c(F)c1. As a reaction SMILES: [Br:1][c:2]1[c:3]([CH:11]=[O:12])[nH:4][c:5]([O:7][CH2:8][CH2:9][CH3:10])[n:6]1.[C:13]([CH3:14])([CH3:15])([CH3:16])[O:17][C:18](=[O:19])[c:20]1[c:21](-[c:26]2[c:27]([F:34])[cH:28][c:29]([CH2:32][Br:33])[cH:30][cH:31]2)[cH:22][cH:23][cH:24][cH:25]1.[C:35](=[O:36])([O-:37])[O-:38].[K+:39].[K+:40].[O:41]=[CH:42][N:43]([CH3:44])[CH3:45].[OH2:46]>>[Br:1][c:2]1[c:3]([CH:11]=[O:12])[n:4]([CH2:32][c:29]2[cH:28][c:27]([F:34])[c:26](-[c:21]3[c:20]([C:18]([O:17][C:13]([CH3:14])([CH3:15])[CH3:16])=[O:19])[cH:25][cH:24][cH:23][cH:22]3)[cH:31][cH:30]2)[c:5]([O:7][CH2:8][CH2:9][CH3:10])[n:6]1. Starting materials: C=Cc1ccc(OCc2ccccc2)c(C(=O)OC)c1, CO, Cl, [Na+], [OH-]. Yields the product C=Cc1ccc(OCc2ccccc2)c(C(=O)O)c1. Reaction SMILES: [CH2:1]([c:2]1[cH:3][cH:4][cH:5][cH:6][cH:7]1)[O:8][c:9]1[c:10]([C:11](=[O:12])[O:13][CH3:14])[cH:15][c:16]([CH:19]=[CH2:20])[cH:17][cH:18]1.[CH3:24][OH:25].[ClH:23].[Na+:22].[OH-:21]>>[CH2:1]([c:2]1[cH:3][cH:4][cH:5][cH:6][cH:7]1)[O:8][c:9]1[c:10]([C:11](=[O:12])[OH:13])[cH:15][c:16]([CH:19]=[CH2:20])[cH:17][cH:18]1. The solvent is O1CCCC1 (tetrahydrofuran). Run at time 16 hour. Procedure details: To a stirring solution comprised of methyl 7-fluoro-6-(4-iodo-2-methyl-phenylamino)-1H-benzooxazole-5-carboxylate (0.024 M) in tetrahydrofuran is added solid potassium trimethylsilanolate (5.14 equiv.). The reaction mixture is stirred at ambient temperature under argon for 16 hours. An additional equivalent of potassium trimethylsilanolate is added and the mixture stirred 30 minutes. The reaction mixture is concentrated in vacuo to give a residue that is then taken up into 1:1 (v/v)ethyl acetate... Yields the product FC1=C(C(=CC=2N=COC21)C(=O)O)NC2=C(C=C(C=C2)I)C (7-fluoro-6-(4-iodo-2-methyl-phenylamino)-1H-benzooxazole-5-carboxylic acid). RXN SMILES: [F:1][C:2]1[C:10]2[O:9][CH:8]=[N:7][C:6]=2[CH:5]=[C:4]([C:11]([O:13]C)=[O:12])[C:3]=1[NH:15][C:16]1[CH:21]=[CH:20][C:19]([I:22])=[CH:18][C:17]=1[CH3:23].C[Si](C)(C)[O-].[K+]>O1CCCC1>[F:1][C:2]1[C:10]2[O:9][CH:8]=[N:7][C:6]=2[CH:5]=[C:4]([C:11]([OH:13])=[O:12])[C:3]=1[NH:15][C:16]1[CH:21]=[CH:20][C:19]([I:22])=[CH:18][C:17]=1[CH3:23] |f:1.2|. Starting materials: FC1=C(C(=CC=2N=COC21)C(=O)OC)NC2=C(C=C(C=C2)I)C (methyl 7-fluoro-6-(4-iodo-2-methyl-phenylamino)-1H-benzooxazole-5-carboxylate), (v/v)ethyl acetate diethyl ether, C[Si]([O-])(C)C.[K+] (potassium trimethylsilanolate), C[Si]([O-])(C)C.[K+] (potassium trimethylsilanolate).